Dataset: the Open Reaction Database (ORD), a public repository of structured organic reaction records. Task: describe an organic reaction: reactants, conditions, products, and yield The product is CC(C)N(C(C)C)P(Cl)OCCC#N. RXN SMILES: [CH3:17][C:18]#[N:19].[CH:10]([CH3:11])([CH3:12])[NH:13][CH:14]([CH3:15])[CH3:16].[Cl:1][P:2]([Cl:3])[Cl:4].[OH:5][CH2:6][CH2:7][C:8]#[N:9]>>[P:2]([Cl:4])([O:5][CH2:6][CH2:7][C:8]#[N:9])[N:13]([CH:10]([CH3:11])[CH3:12])[CH:14]([CH3:15])[CH3:16]. Starting materials: CC#N, CC(C)NC(C)C, ClP(Cl)Cl, N#CCCO.